From a dataset of the Open Reaction Database (ORD), a public repository of structured organic reaction records. describe an organic reaction: reactants, conditions, products, and yield As a reaction SMILES: [C:28]([O:29][CH2:30][CH3:31])([O:32][CH2:33][CH3:34])([O:35][CH2:36][CH3:37])[CH3:38].[CH3:39][CH2:40][OH:41].[O:1]=[c:2]1[nH:3][c:4]2[c:5]([n:6][c:7](-[c:10]3[cH:11][n:12][n:13]4[c:14]3[cH:15][c:16]([C:19]#[N:20])[cH:17][cH:18]4)[cH:8][cH:9]2)[n:21]1[CH:22]1[CH2:23][CH2:24][O:25][CH2:26][CH2:27]1>>[c:2]1([CH3:28])[n:3][c:4]2[c:5]([n:6][c:7](-[c:10]3[cH:11][n:12][n:13]4[c:14]3[cH:15][c:16]([C:19]#[N:20])[cH:17][cH:18]4)[cH:8][cH:9]2)[n:21]1[CH:22]1[CH2:23][CH2:24][O:25][CH2:26][CH2:27]1. Product: Cc1nc2ccc(-c3cnn4ccc(C#N)cc34)nc2n1C1CCOCC1. The reactants are CCOC(C)(OCC)OCC, CCO, N#Cc1ccn2ncc(-c3ccc4[nH]c(=O)n(C5CCOCC5)c4n3)c2c1. Reactants: COC1=CC=C(CS[C@H]2C[C@H](N(C2)C(=O)OCC2=CC=C(C=C2)[N+](=O)[O-])C(=O)N2CC(C2)NC(=O)OCC2=CC=C(C=C2)[N+](=O)[O-])C=C1 ((2S, 4S)-4-(4-methoxybenzylthio)-2-[3-(4-nitrobenzyloxycarbonylamino)azetidin-1-ylcarbonyl]-1-(4-nitrobenzyloxycarbonyl)pyrrolidine), ClCCCl (1,2-dichloroethane), FC(C(=O)O)(F)F (trifluoroacetic acid), FC(S(=O)(=O)O)(F)F (trifluoromethanesulfonic acid). Solvent: C1(=CC=CC=C1)OC (anisole). Run at time 1 hour. Yields the product S[C@H]1C[C@H](N(C1)C(=O)OCC1=CC=C(C=C1)[N+](=O)[O-])C(=O)N1CC(C1)NC(=O)OCC1=CC=C(C=C1)[N+](=O)[O-] ((2S, 4S)-4-Mercapto-2-[3-(4-nitrobenzyloxycarbonylamino)azetidin-1-ylcarbonyl]-1-(4-nitrobenzyloxycarbonyl)pyrrolidine). Isolated yield 90.6%. RXN SMILES: COC1C=CC(C[S:8][C@@H:9]2[CH2:13][N:12]([C:14]([O:16][CH2:17][C:18]3[CH:23]=[CH:22][C:21]([N+:24]([O-:26])=[O:25])=[CH:20][CH:19]=3)=[O:15])[C@H:11]([C:27]([N:29]3[CH2:32][CH:31]([NH:33][C:34]([O:36][CH2:37][C:38]4[CH:43]=[CH:42][C:41]([N+:44]([O-:46])=[O:45])=[CH:40][CH:39]=4)=[O:35])[CH2:30]3)=[O:28])[CH2:10]2)=CC=1.FC(F)(F)C(O)=O.FC(F)(F)S(O)(=O)=O.ClCCCl>C1(OC)C=CC=CC=1>[SH:8][C@@H:9]1[CH2:13][N:12]([C:14]([O:16][CH2:17][C:18]2[CH:23]=[CH:22][C:21]([N+:24]([O-:26])=[O:25])=[CH:20][CH:19]=2)=[O:15])[C@H:11]([C:27]([N:29]2[CH2:30][CH:31]([NH:33][C:34]([O:36][CH2:37][C:38]3[CH:39]=[CH:40][C:41]([N+:44]([O-:46])=[O:45])=[CH:42][CH:43]=3)=[O:35])[CH2:32]2)=[O:28])[CH2:10]1. Procedure details: 0.59 g of (2S, 4S)-4-(4-methoxybenzylthio)-2-[3-(4-nitrobenzyloxycarbonylamino)azetidin-1-ylcarbonyl]-1-(4-nitrobenzyloxycarbonyl)pyrrolidine [prepared as described in step (b) above] was suspended in 0.94 ml of anisole, and 3.32 ml of trifluoroacetic acid and 0.15 ml of trifluoromethanesulfonic acid were added dropwise to the suspension, whilst ice-cooling, after which the mixture was stirred at the same temperature for 1 hour. At the end of this time, 1,2-dichloroethane was added to the reacti... The reactants are CCCCCCCCCCCC(=O)O, CCOC(C)=O, CC(N)(CO)CO, O, Cc1ccccc1C. The product is CCCCCCCCCCCC1=NC(C)(CO)CO1. As a reaction SMILES: [CH3:1][CH2:2][CH2:3][CH2:4][CH2:5][CH2:6][CH2:7][CH2:8][CH2:9][CH2:10][CH2:11][C:12]([OH:13])=[O:14].[CH3:31][CH2:32][O:33][C:34](=[O:35])[CH3:36].[NH2:15][C:16]([CH2:17][OH:18])([CH2:19][OH:20])[CH3:21].[OH2:22].[c:23]1([CH3:24])[c:25]([CH3:26])[cH:27][cH:28][cH:29][cH:30]1>>[CH3:1][CH2:2][CH2:3][CH2:4][CH2:5][CH2:6][CH2:7][CH2:8][CH2:9][CH2:10][CH2:11][C:12]1=[N:15][C:16]([CH2:17][OH:18])([CH3:21])[CH2:19][O:14]1. Reactants: CCOC(=O)CBr, CN(C)C=O, [Cl-], [NH4+], O=C1c2ccccc2C(=O)N1O. Product: CCOC(=O)CON1C(=O)c2ccccc2C1=O. As a reaction SMILES: [Br:1][CH2:2][C:3](=[O:4])[O:5][CH2:6][CH3:7].[CH3:22][N:23]([CH3:24])[CH:25]=[O:26].[Cl-:20].[NH4+:21].[OH:8][N:9]1[C:10](=[O:19])[c:11]2[c:12]([cH:15][cH:16][cH:17][cH:18]2)[C:13]1=[O:14]>>[CH2:2]([C:3](=[O:4])[O:5][CH2:6][CH3:7])[O:8][N:9]1[C:10](=[O:19])[c:11]2[c:12]([cH:15][cH:16][cH:17][cH:18]2)[C:13]1=[O:14]. Procedure details: The product of example 1 step c) (25.0 g), D-Alaninol (12.3 g) and diisopropylethylamine (26.0 g) were diluted in N-methylpyrrolidinone (250 ml) and stirred at 100° C. for 24 h before cooling and pouring the reaction mixture into H2O (2.5 l). The precipitate was filtered and dried in vacuo before being preabsorped onto silica gel. Chromatography using EtOAc. 4% MeOH/EtOAc as eluents afforded the desired product as a yellow solid (9.0 g. 32%). Run at temperature 100 celsius, time 24 hour. As a reaction SMILES: Cl[C:2]1[C:3]2[S:18][C:17]([NH2:19])=[N:16][C:4]=2[N:5]=[C:6]([S:8][CH2:9][C:10]2[CH:15]=[CH:14][CH:13]=[CH:12][CH:11]=2)[N:7]=1.[NH2:20][C@@H:21]([CH2:23][OH:24])[CH3:22].C(N(C(C)C)CC)(C)C.O>CN1CCCC1=O>[NH2:19][C:17]1[S:18][C:3]2[C:2]([NH:20][C@H:21]([CH3:22])[CH2:23][OH:24])=[N:7][C:6]([S:8][CH2:9][C:10]3[CH:15]=[CH:14][CH:13]=[CH:12][CH:11]=3)=[N:5][C:4]=2[N:16]=1. The yield is 32.0%. Solvent: CN1C(CCC1)=O (N-methylpyrrolidinone). Reactants: O (H2O), ClC=1C2=C(N=C(N1)SCC1=CC=CC=C1)N=C(S2)N (7-Chloro-5-[(phenylmethyl)thio]thiazolo[4,5-d]pyrimidin-2-amine), N[C@H](C)CO (D-Alaninol), C(C)(C)N(CC)C(C)C (diisopropylethylamine). The product is NC=1SC2=C(N=C(N=C2N[C@@H](CO)C)SCC2=CC=CC=C2)N1 (2-[[2-amino-5-[(phenylmethyl)thio]thiazolo[4,5-d]pyrimidin-7-yl]amino]-(2R)-1-propanol). Reactants: C(\C=C\C)=O (crotonaldehyde), C(N)(OCC)=O (ethyl carbamate), acid. The reagents and catalysts are COC1=CC=C(O)C=C1 (hydroquinone monomethyl ether). Solvent: ClC=C(Cl)Cl (trichloroethylene). Conditions: time 30 minute. Product: CC(CC(NC(=O)OCC)NC(=O)OCC)NC(=O)OCC (3-methyl-1,1,3-tri(ethoxycarbonylamino)propane). Yield: 52.0%. RXN SMILES: [CH:1](=O)/[CH:2]=[CH:3]/[CH3:4].[C:6](=[O:11])([O:8][CH2:9][CH3:10])[NH2:7]>COC1C=CC(O)=CC=1.ClC=C(Cl)Cl>[CH3:4][CH:3]([NH:7][C:6]([O:8][CH2:9][CH3:10])=[O:11])[CH2:2][CH:1]([NH:7][C:6]([O:8][CH2:9][CH3:10])=[O:11])[NH:7][C:6]([O:8][CH2:9][CH3:10])=[O:11]. Procedure details: 35 g of crotonaldehyde are added dropwise at 60°-83° C. to a mixture of 133.5 g of ethyl carbamate, 15 g of acid ion exchanger resin (Duolite C 265), 0.2 g of hydroquinone monomethyl ether and 200 ml of trichloroethylene in the course of 20 minutes, and the mixture is thereafter left at 80° C. for 30 minutes. The catalyst is filtered off, the solvent is distilled off and the residue is crystallized from ethyl acetate/petroleum ether. This gives 83 g (52% yield, based on starting crotonaldehyde) ...